Dataset: the Open Reaction Database (ORD), a public repository of structured organic reaction records. Task: describe an organic reaction: reactants, conditions, products, and yield Starting materials: CC(=O)OCCOc1cccc2c1CC(=CCCN1CCC(O)(c3ccc(Cl)cc3)CC1)c1cccnc1O2, CCOC(C)=O, CCO, [OH-], O. Product: OCCOc1cccc2c1CC(=CCCN1CCC(O)(c3ccc(Cl)cc3)CC1)c1cccnc1O2. Reaction SMILES: [C:1](=[O:2])([CH3:3])[O:4][CH2:5][CH2:6][O:7][c:8]1[cH:9][cH:10][cH:11][c:12]2[c:13]1[CH2:14][C:15](=[CH:23][CH2:24][CH2:25][N:26]1[CH2:27][CH2:28][C:29]([OH:32])([c:33]3[cH:34][cH:35][c:36]([Cl:39])[cH:37][cH:38]3)[CH2:30][CH2:31]1)[c:16]1[c:17]([n:18][cH:19][cH:20][cH:21]1)[O:22]2.[CH3:42][CH2:43][O:44][C:45](=[O:46])[CH3:47].[CH3:48][CH2:49][OH:50].[OH-:40].[OH2:41]>>[OH:4][CH2:5][CH2:6][O:7][c:8]1[cH:9][cH:10][cH:11][c:12]2[c:13]1[CH2:14][C:15](=[CH:23][CH2:24][CH2:25][N:26]1[CH2:27][CH2:28][C:29]([OH:32])([c:33]3[cH:34][cH:35][c:36]([Cl:39])[cH:37][cH:38]3)[CH2:30][CH2:31]1)[c:16]1[c:17]([n:18][cH:19][cH:20][cH:21]1)[O:22]2.